From a dataset of the Open Reaction Database (ORD), a public repository of structured organic reaction records. describe an organic reaction: reactants, conditions, products, and yield The reactants are COC(=O)CCCC#CCN1C(=O)c2ccccc2C1=O, CO, [H][H]. Yields the product COC(=O)CCCC=CCN1C(=O)c2ccccc2C1=O. RXN SMILES: [C:1]1(=[O:21])[c:2]2[c:3]([cH:17][cH:18][cH:19][cH:20]2)[C:4](=[O:16])[N:5]1[CH2:6][C:7]#[C:8][CH2:9][CH2:10][CH2:11][C:12](=[O:13])[O:14][CH3:15].[CH3:24][OH:25].[H:22][H:23]>>[C:1]1(=[O:21])[c:2]2[c:3]([cH:17][cH:18][cH:19][cH:20]2)[C:4](=[O:16])[N:5]1[CH2:6][CH:7]=[CH:8][CH2:9][CH2:10][CH2:11][C:12](=[O:13])[O:14][CH3:15]. Starting materials: C([O-])([O-])=O.[K+].[K+] (potassium carbonate), O=C1C(CCC1)C(=O)OC (methyl 2-oxocyclopentanecarboxylate), BrCCC(C)(C)C (1-bromo-3,3-dimethylbutane). The solvent is C1(=CC=CC=C1)C (toluene). Product: CC(CCC1(C(CCC1)=O)C(=O)OC)(C)C (methyl 1-(3,3-dimethylbutyl)-2-oxocyclopentanecarboxylate). Reaction SMILES: C(=O)([O-])[O-].[K+].[K+].[O:7]=[C:8]1[CH2:12][CH2:11][CH2:10][CH:9]1[C:13]([O:15][CH3:16])=[O:14].Br[CH2:18][CH2:19][C:20]([CH3:23])([CH3:22])[CH3:21]>C1(C)C=CC=CC=1>[CH3:21][C:20]([CH3:23])([CH3:22])[CH2:19][CH2:18][C:9]1([C:13]([O:15][CH3:16])=[O:14])[CH2:10][CH2:11][CH2:12][C:8]1=[O:7] |f:0.1.2|. Procedure: 117.0 g (846.0 mmol) of potassium carbonate are added to a solution consisting of 40.0 g (281.7 mmol) of methyl 2-oxocyclopentanecarboxylate in 160 ml of dry toluene. 93 g (563.4 mmol) of 1-bromo-3,3-dimethylbutane are then added dropwise, and the mixture is stirred at reflux for 14 hours. After the reaction has ended the mixture is cooled to room temperature and filtered off through Celite. The product is concentrated under reduced pressure and purified by column chromatography (silica gel 100-... Starting materials: CCN=C=O, CC(=O)Cl, COc1cccc(C(=O)N2c3ccccc3C(Nc3ccccc3)CC2C)c1, CN(C)C=O. Product: CCNC(=O)N(c1ccccc1)C1CC(C)N(C(=O)c2cccc(OC)c2)c2ccccc21. Reaction SMILES: [CH2:33]([CH3:34])[N:35]=[C:36]=[O:37].[CH3:1][C:2](=[O:3])[Cl:4].[CH3:5][O:6][c:7]1[cH:8][c:9]([C:13](=[O:14])[N:15]2[CH:16]([CH3:32])[CH2:17][CH:18]([NH:25][c:26]3[cH:27][cH:28][cH:29][cH:30][cH:31]3)[c:19]3[cH:20][cH:21][cH:22][cH:23][c:24]32)[cH:10][cH:11][cH:12]1.[O:38]=[CH:39][N:40]([CH3:41])[CH3:42]>>[CH3:5][O:6][c:7]1[cH:8][c:9]([C:13](=[O:14])[N:15]2[CH:16]([CH3:32])[CH2:17][CH:18]([N:25]([c:26]3[cH:27][cH:28][cH:29][cH:30][cH:31]3)[C:36]([NH:35][CH2:33][CH3:34])=[O:37])[c:19]3[cH:20][cH:21][cH:22][cH:23][c:24]32)[cH:10][cH:11][cH:12]1. Reactants: P(=O)([O-])([O-])[O-].[K+].[K+].[K+] (potassium phosphate), O (water), C(C1=CC=CC=C1)OC=1C=C(C=CC1Cl)C1=C(C=CC(=N1)C(=O)OC)OS(=O)(=O)C(F)(F)F (methyl 6-[3-(benzyloxy)-4-chlorophenyl]-5-{[(trifluoromethyl)sulphonyl]oxy}pyridine-2-carboxylate), CC1=C(C=CC=C1)B(O)O (2-methylphenylboronic acid). Reagents/catalysts: C=1C=CC(=CC1)[P](C=2C=CC=CC2)(C=3C=CC=CC3)[Pd]([P](C=4C=CC=CC4)(C=5C=CC=CC5)C=6C=CC=CC6)([P](C=7C=CC=CC7)(C=8C=CC=CC8)C=9C=CC=CC9)[P](C=1C=CC=CC1)(C=1C=CC=CC1)C=1C=CC=CC1 (Pd(PPh3)4). Solvent: CN(C)C=O (DMF), CCOCC.CCOC(=O)C (ether EtOAc). Run at temperature 90 celsius, time 18 hour. Yields the product C(C1=CC=CC=C1)OC=1C=C(C=CC1Cl)C1=C(C=CC(=N1)C(=O)OC)C1=C(C=CC=C1)C (methyl 6-[3-(benzyloxy)-4-chlorophenyl]-5-(2-methylphenyl)pyridine-2-carboxylate). The yield is 83.1%. Reaction SMILES: [CH2:1]([O:8][C:9]1[CH:10]=[C:11]([C:16]2[N:21]=[C:20]([C:22]([O:24][CH3:25])=[O:23])[CH:19]=[CH:18][C:17]=2OS(C(F)(F)F)(=O)=O)[CH:12]=[CH:13][C:14]=1[Cl:15])[C:2]1[CH:7]=[CH:6][CH:5]=[CH:4][CH:3]=1.[CH3:34][C:35]1[CH:40]=[CH:39][CH:38]=[CH:37][C:36]=1B(O)O.P([O-])([O-])([O-])=O.[K+].[K+].[K+].O>CN(C=O)C.CCOCC.CCOC(C)=O.C1C=CC([P]([Pd]([P](C2C=CC=CC=2)(C2C=CC=CC=2)C2C=CC=CC=2)([P](C2C=CC=CC=2)(C2C=CC=CC=2)C2C=CC=CC=2)[P](C2C=CC=CC=2)(C2C=CC=CC=2)C2C=CC=CC=2)(C2C=CC=CC=2)C2C=CC=CC=2)=CC=1>[CH2:1]([O:8][C:9]1[CH:10]=[C:11]([C:16]2[N:21]=[C:20]([C:22]([O:24][CH3:25])=[O:23])[CH:19]=[CH:18][C:17]=2[C:36]2[CH:37]=[CH:38][CH:39]=[CH:40][C:35]=2[CH3:34])[CH:12]=[CH:13][C:14]=1[Cl:15])[C:2]1[CH:7]=[CH:6][CH:5]=[CH:4][CH:3]=1 |f:2.3.4.5,8.9,^1:72,74,93,112|. Reported procedure: Stir a solution of 25 g (48.8 mmol) of methyl 6-[3-(benzyloxy)-4-chlorophenyl]-5-{[(trifluoromethyl)sulphonyl]oxy}pyridine-2-carboxylate and 8.8 g (64.8 mmol) of 2-methylphenylboronic acid in 200 mL of anhydrous DMF for 15 min while bubbling with argon, then add 12.7 g (60 mmol) of anhydrous potassium phosphate (K3PO4) and 5.76 g (5 mmol) of Pd(PPh3)4 and stir the reaction mixture for 18 h at 90° C. under argon. Then distribute the reaction mixture at RT in 600 mL of ether/EtOAc 1:1 mixture and ... Starting materials: ClC=1C2=C(N=C(N1)C)NC=C2 (4-chloro-2-methyl-7H-pyrrolo[2,3-d]pyrimidine), IN1C(CCC1=O)=O (N-iodosuccinimide). Run in ClCCl (dichloromethane). Reaction conditions: time 2 hour. Product: ClC=1C2=C(N=C(N1)C)NC=C2I (4-chloro-5-iodo-2-methyl-7H-pyrrolo[2,3-d]pyrimidine). As a reaction SMILES: [Cl:1][C:2]1[C:3]2[CH:11]=[CH:10][NH:9][C:4]=2[N:5]=[C:6]([CH3:8])[N:7]=1.[I:12]N1C(=O)CCC1=O>ClCCl>[Cl:1][C:2]1[C:3]2[C:11]([I:12])=[CH:10][NH:9][C:4]=2[N:5]=[C:6]([CH3:8])[N:7]=1. Procedure: To a solution of 4-chloro-2-methyl-7H-pyrrolo[2,3-d]pyrimidine (400 mg, 2.4 mmol) in dichloromethane (10 mL) was added N-iodosuccinimide (537 mg, 2.39 mmol). The mixture was stirred at room temperature for 2 hours, then washed with aqueous sodium sulfite solution, dried over sodium sulfate, filtered, and concentrated in vacuo to provide the product as a brown solid. Yield: 330 mg, 1.12 mmol, 47%. LCMS m/z 293.8[M+H+]. Reactants: Cc1ccc(S(N)(=O)=O)cc1Br, COC(OC)N(C)C, CN(C)C=O. Yields the product Cc1ccc(S(=O)(=O)N=CN(C)C)cc1Br. As a reaction SMILES: [Br:1][c:2]1[cH:3][c:4]([S:9](=[O:10])(=[O:11])[NH2:12])[cH:5][cH:6][c:7]1[CH3:8].[CH3:13][O:14][CH:15]([N:16]([CH3:17])[CH3:18])[O:19][CH3:20].[O:21]=[CH:22][N:23]([CH3:24])[CH3:25]>>[Br:1][c:2]1[cH:3][c:4]([S:9](=[O:10])(=[O:11])[N:12]=[CH:15][N:16]([CH3:17])[CH3:18])[cH:5][cH:6][c:7]1[CH3:8].